The task is: describe an organic reaction: reactants, conditions, products, and yield. This data is from the Open Reaction Database (ORD), a public repository of structured organic reaction records. Starting materials: FC1=C(C(=CC=C1)F)N1N=C(C=2C(=NC=CC21)OC)C2=CC=C(C=C2)N2CCN(CC2)C(=O)OC(C)(C)C (tert-butyl 4-(4-(1-(2,6-difluorophenyl)-4-methoxy-1H-pyrazolo[4,3-c]pyridin-3-yl)phenyl)piperazine-1-carboxylate), FC(C(=O)O)(F)F (trifluoroacetic acid). Solvent: ClCCl (dichloromethane). Run at time 5 hour. The product is FC1=C(C(=CC=C1)F)N1N=C(C=2C(=NC=CC21)OC)C2=CC=C(C=C2)N2CCNCC2 (1-(2,6-difluorophenyl)-4-methoxy-3-(4-(piperazin-1-yl)phenyl)-1H-pyrazolo[4,3-c]pyridine). Isolated yield 100.1%. Reaction SMILES: [F:1][C:2]1[CH:7]=[CH:6][CH:5]=[C:4]([F:8])[C:3]=1[N:9]1[C:17]2[CH:16]=[CH:15][N:14]=[C:13]([O:18][CH3:19])[C:12]=2[C:11]([C:20]2[CH:25]=[CH:24][C:23]([N:26]3[CH2:31][CH2:30][N:29](C(OC(C)(C)C)=O)[CH2:28][CH2:27]3)=[CH:22][CH:21]=2)=[N:10]1.FC(F)(F)C(O)=O>ClCCl>[F:1][C:2]1[CH:7]=[CH:6][CH:5]=[C:4]([F:8])[C:3]=1[N:9]1[C:17]2[CH:16]=[CH:15][N:14]=[C:13]([O:18][CH3:19])[C:12]=2[C:11]([C:20]2[CH:21]=[CH:22][C:23]([N:26]3[CH2:27][CH2:28][NH:29][CH2:30][CH2:31]3)=[CH:24][CH:25]=2)=[N:10]1. Reported procedure: To a solution of tert-butyl 4-(4-(1-(2,6-difluorophenyl)-4-methoxy-1H-pyrazolo[4,3-c]pyridin-3-yl)phenyl)piperazine-1-carboxylate (920 mg) in dichloromethane (10 mL) was added trifluoroacetic acid (4 mL) under ice-cooling, and the mixture was stirred at room temperature for 5 hr, and concentrated under reduced pressure. The residue was diluted with dichloromethane, and the mixture was adjusted to pH=9 with saturated aqueous sodium carbonate solution, and extracted with dichloromethane. The organ...